Dataset: the Open Reaction Database (ORD), a public repository of structured organic reaction records. Task: describe an organic reaction: reactants, conditions, products, and yield Starting materials: COC=1C=CC2=C(C=CC=3C4=CC=C(C=C4CN(C23)C2=CC=C(C=C2)OCCN2CCCCC2)OC)C1 (2,8-Dimethoxy-5-[4-[2-(1-piperidinyl)ethoxy]phenyl]-6H-benzo[c]phenanthridine), C(C)S (ethanethiol), [Cl-].[Al+3].[Cl-].[Cl-] (aluminum chloride). Run in C(Cl)Cl (methylene chloride). Run at time 4 hour. Product: OC=1C=CC2=C(C=CC=3C4=CC=C(C=C4CN(C23)C2=CC=C(C=C2)OCCN2CCCCC2)O)C1 (2,8-Dihydroxy-5-[4-[2-(1-piperidinyl)ethoxy]phenyl]-6H-benzo[c]phenanthridine). Isolated yield 60.5%. RXN SMILES: C[O:2][C:3]1[CH:4]=[CH:5][C:6]2[C:19]3[N:18]([C:20]4[CH:25]=[CH:24][C:23]([O:26][CH2:27][CH2:28][N:29]5[CH2:34][CH2:33][CH2:32][CH2:31][CH2:30]5)=[CH:22][CH:21]=4)[CH2:17][C:16]4[C:11](=[CH:12][CH:13]=[C:14]([O:35]C)[CH:15]=4)[C:10]=3[CH:9]=[CH:8][C:7]=2[CH:37]=1.C(S)C.[Cl-].[Al+3].[Cl-].[Cl-]>C(Cl)Cl>[OH:2][C:3]1[CH:4]=[CH:5][C:6]2[C:19]3[N:18]([C:20]4[CH:21]=[CH:22][C:23]([O:26][CH2:27][CH2:28][N:29]5[CH2:30][CH2:31][CH2:32][CH2:33][CH2:34]5)=[CH:24][CH:25]=4)[CH2:17][C:16]4[C:11](=[CH:12][CH:13]=[C:14]([OH:35])[CH:15]=4)[C:10]=3[CH:9]=[CH:8][C:7]=2[CH:37]=1 |f:2.3.4.5|. Procedure: A solution of the product of Example 13 (195 mg, 0.39 mmol) in methylene chloride (25 mL) was treated with ethanethiol (200 mg, 220 mL, 3.2 mmol) and aluminum chloride (320 mg, 2.4 mmol). After stirring for 4 h at ambient temperature, the mixture was quenched carefully with THF (25 mL) and saturated sodium bicarbonate (25 mL). The layers were separated, the aqueous layer was extracted with THF (25 mL), and the combined organic layers were dried (sodium sulfate) and concentrated. The residue was ...